From a dataset of the Open Reaction Database (ORD), a public repository of structured organic reaction records. describe an organic reaction: reactants, conditions, products, and yield The reactants are C(C)(=O)[O-].[Na+] (sodium acetate), C([O-])([O-])=O.[K+].[K+] (potassium carbonate), Cl (hydrochloric acid), N1CCNCC1 (piperazine), FC1=CC=C(C(=O)Cl)C=C1 (4-Fluorobenzoyl chloride). The solvent is O (water), O (water). Run at temperature 50 celsius. Product: FC1=CC=C(C(=O)N2CCNCC2)C=C1 (1-(4-fluorobenzoyl)-piperazine). Isolated yield 87.1%. RXN SMILES: Cl.[NH:2]1[CH2:7][CH2:6][NH:5][CH2:4][CH2:3]1.[F:8][C:9]1[CH:17]=[CH:16][C:12]([C:13](Cl)=[O:14])=[CH:11][CH:10]=1.C([O-])(=O)C.[Na+].C(=O)([O-])[O-].[K+].[K+]>O>[F:8][C:9]1[CH:17]=[CH:16][C:12]([C:13]([N:2]2[CH2:7][CH2:6][NH:5][CH2:4][CH2:3]2)=[O:14])=[CH:11][CH:10]=1 |f:3.4,5.6.7|. Reported procedure: Concentrated hydrochloric acid was added dropwise to a solution of piperazine (0.124 mol) in water (110 ml) to adjust the pH to 2.8. The solution was then heated to 50° C. 4-Fluorobenzoyl chloride (0.124 mol) was added to the warm solution dropwise while maintaining the pH at 2.8 by the concurrent addition of 40% aqueous sodium acetate solution. After complete addition, a solution of potassium carbonate (47 g) in water (50 ml) was added and the mixture cooled in an ice bath. The cold mixture was... Product: Cc1oc(-c2ccc(C(F)(F)F)cc2)nc1CN. Reactants: CCOC(C)=O, [H][H], Cc1oc(-c2ccc(C(F)(F)F)cc2)nc1CN=[N+]=[N-]. As a reaction SMILES: [CH3:23][CH2:24][O:25][C:26](=[O:27])[CH3:28].[H:21][H:22].[N:1](=[N+:2]=[N-:3])[CH2:4][c:5]1[n:6][c:7](-[c:11]2[cH:12][cH:13][c:14]([C:17]([F:18])([F:19])[F:20])[cH:15][cH:16]2)[o:8][c:9]1[CH3:10]>>[NH2:1][CH2:4][c:5]1[n:6][c:7](-[c:11]2[cH:12][cH:13][c:14]([C:17]([F:18])([F:19])[F:20])[cH:15][cH:16]2)[o:8][c:9]1[CH3:10]. Reactants: C1(CCC(=O)O1)=O (Succinic anhydride), CC1=C(C(=CC=C1)C)OC (2,6-dimethylanisole), [Cl-].[Cl-].[Cl-].[Al+3] (aluminium trichloride). Run in ClCCCl (1,2-dichloroethane). Run at temperature 0 celsius, time 4 hour. Yields the product CC=1C=C(C=C(C1OC)C)C(CCC(=O)O)=O (4-(3,5-dimethyl-4-methoxyphenyl)-4-oxobutyric acid). As a reaction SMILES: [C:1]1(=[O:7])[O:6][C:4](=[O:5])[CH2:3][CH2:2]1.[CH3:8][C:9]1[CH:14]=[CH:13][CH:12]=[C:11]([CH3:15])[C:10]=1[O:16][CH3:17].[Cl-].[Cl-].[Cl-].[Al+3]>ClCCCl>[CH3:8][C:9]1[CH:14]=[C:13]([C:4](=[O:5])[CH2:3][CH2:2][C:1]([OH:6])=[O:7])[CH:12]=[C:11]([CH3:15])[C:10]=1[O:16][CH3:17] |f:2.3.4.5|. Procedure details: Succinic anhydride (22.06 gm) was added to a mixture of 2,6-dimethylanisole (30 g) and anhydrous aluminium trichloride (59 g) in 1,2-dichloroethane (200 ml) at 0° C. The mixture was stirred for 0.5 hr at 0° C. and at room temperature for 4 hr. The mixture was poured onto ice-concentrated hydrochloric acid. After stirring vigorously for 5 min, the mixture was extracted with ethyl acetate. The dried (MgSO4) organic fraction was evaporated to give 4-(3,5-dimethyl-4-methoxyphenyl)-4-oxobutyric acid ... The reactants are Cl, CN(C(=O)N(C)C1CNCC1c1ccc(F)cc1)c1cc(C(F)(F)F)cc(C(F)(F)F)c1, O=S(=O)(Cl)CC(F)(F)F. The product is CN(C(=O)N(C)C1CN(S(=O)(=O)CC(F)(F)F)CC1c1ccc(F)cc1)c1cc(C(F)(F)F)cc(C(F)(F)F)c1. Reaction SMILES: [ClH:1].[F:2][C:3]([c:4]1[cH:5][c:6]([N:14]([C:15](=[O:16])[N:17]([CH3:18])[CH:19]2[CH2:20][NH:21][CH2:22][CH:23]2[c:24]2[cH:25][cH:26][c:27]([F:30])[cH:28][cH:29]2)[CH3:31])[cH:7][c:8]([C:10]([F:11])([F:12])[F:13])[cH:9]1)([F:32])[F:33].[F:34][C:35]([CH2:36][S:37](=[O:38])(=[O:39])[Cl:40])([F:41])[F:42]>>[F:2][C:3]([c:4]1[cH:5][c:6]([N:14]([C:15](=[O:16])[N:17]([CH3:18])[CH:19]2[CH2:20][N:21]([S:37]([CH2:36][C:35]([F:34])([F:41])[F:42])(=[O:38])=[O:39])[CH2:22][CH:23]2[c:24]2[cH:25][cH:26][c:27]([F:30])[cH:28][cH:29]2)[CH3:31])[cH:7][c:8]([C:10]([F:11])([F:12])[F:13])[cH:9]1)([F:32])[F:33].